This data is from the Open Reaction Database (ORD), a public repository of structured organic reaction records. The task is: describe an organic reaction: reactants, conditions, products, and yield Starting materials: CCCN(CCC)C(=O)c1cc(CC#N)cc(C(=O)OCC)c1, CCO, Cl, [Li+], [OH-], O, O. Product: CCCN(CCC)C(=O)c1cc(CC#N)cc(C(=O)O)c1. Reaction SMILES: [C:1](#[N:2])[CH2:3][c:4]1[cH:5][c:6]([C:7](=[O:8])[O:9][CH2:10][CH3:11])[cH:12][c:13]([C:15](=[O:16])[N:17]([CH2:18][CH2:19][CH3:20])[CH2:21][CH2:22][CH3:23])[cH:14]1.[CH3:28][CH2:29][OH:30].[ClH:27].[Li+:26].[OH-:25].[OH2:24].[OH2:31]>>[C:1](#[N:2])[CH2:3][c:4]1[cH:5][c:6]([C:7](=[O:8])[OH:9])[cH:12][c:13]([C:15](=[O:16])[N:17]([CH2:18][CH2:19][CH3:20])[CH2:21][CH2:22][CH3:23])[cH:14]1. Starting materials: BrC(Br)(Br)Br, ClCCl, O=C(OCc1ccccc1)N1CCCCC1CCCO, c1ccc(P(c2ccccc2)c2ccccc2)cc1. Product: O=C(OCc1ccccc1)N1CCCCC1CCCBr. As a reaction SMILES: [C:21]([Br:22])([Br:23])([Br:24])[Br:25].[Cl:45][CH2:46][Cl:47].[OH:1][CH2:2][CH2:3][CH2:4][CH:5]1[N:6]([C:11](=[O:12])[O:13][CH2:14][c:15]2[cH:16][cH:17][cH:18][cH:19][cH:20]2)[CH2:7][CH2:8][CH2:9][CH2:10]1.[c:26]1([P:27]([c:28]2[cH:29][cH:30][cH:31][cH:32][cH:33]2)[c:34]2[cH:35][cH:36][cH:37][cH:38][cH:39]2)[cH:40][cH:41][cH:42][cH:43][cH:44]1>>[CH2:2]([CH2:3][CH2:4][CH:5]1[N:6]([C:11](=[O:12])[O:13][CH2:14][c:15]2[cH:16][cH:17][cH:18][cH:19][cH:20]2)[CH2:7][CH2:8][CH2:9][CH2:10]1)[Br:22]. The reactants are NC1=CC=C(C=C1)C=1[C@H](CC(NN1)=O)C ((S)-6-(4-aminophenyl)-5-methyl-4,5-dihydro-3(2H)-pyridazinone), O1C=CC(C=C1)=O (4H-pyran-4-one), Cl (hydrochloric acid). Solvent: O (water). Product: C[C@H]1CC(NN=C1C1=CC=C(C=C1)N1C=CC(C=C1)=O)=O ((S)-5-Methyl-6-[4-(4-oxo-1,4-dihydropyridin-1-yl)phenyl]-4,5-dihydro-3(2H)-pyridazinone). Reaction SMILES: [NH2:1][C:2]1[CH:7]=[CH:6][C:5]([C:8]2[C@@H:9]([CH3:15])[CH2:10][C:11](=[O:14])[NH:12][N:13]=2)=[CH:4][CH:3]=1.O1[CH:21]=[CH:20][C:19](=[O:22])[CH:18]=[CH:17]1.Cl>O>[CH3:15][C@@H:9]1[C:8]([C:5]2[CH:6]=[CH:7][C:2]([N:1]3[CH:21]=[CH:20][C:19](=[O:22])[CH:18]=[CH:17]3)=[CH:3][CH:4]=2)=[N:13][NH:12][C:11](=[O:14])[CH2:10]1. Procedure: A mixture of (S)-6-(4-aminophenyl)-5-methyl-4,5-dihydro-3(2H)-pyridazinone (147 mg), 4H-pyran-4-one (78 mg) and hydrochloric acid (0.1N, 1.5 ml) in water (2 ml) was stirred under reflux under nitrogen for 3 hours. The reaction mixture was cooled to afford the title compound, which was collected, washed with water and dried, 110 mg, m.p. 256°-7° C. (softens 80° C.), [α]D25 =+354° (1.03% in dimethylformamide). Reactants: CC(C)(C)OC(=O)N1CCC(O)CC1, CCOC(=O)N=NC(=O)OCC, CCOC(C)=O, C1CCOC1, CCOC(=O)c1ccc(O)cc1, c1ccc(P(c2ccccc2)c2ccccc2)cc1. The product is CCOC(=O)c1ccc(OC2CCN(C(=O)OC(C)(C)C)CC2)cc1. As a reaction SMILES: [C:13]([CH3:14])([CH3:15])([CH3:16])[O:17][C:18](=[O:19])[N:20]1[CH2:21][CH2:22][CH:23]([OH:26])[CH2:24][CH2:25]1.[CH2:46]([O:47][C:48]([N:49]=[N:50][C:51]([O:52][CH2:53][CH3:54])=[O:55])=[O:56])[CH3:57].[CH3:63][CH2:64][O:65][C:66](=[O:67])[CH3:68].[O:58]1[CH2:59][CH2:60][CH2:61][CH2:62]1.[OH:1][c:2]1[cH:3][cH:4][c:5]([C:6](=[O:7])[O:8][CH2:9][CH3:10])[cH:11][cH:12]1.[c:27]1([P:28]([c:29]2[cH:30][cH:31][cH:32][cH:33][cH:34]2)[c:35]2[cH:36][cH:37][cH:38][cH:39][cH:40]2)[cH:41][cH:42][cH:43][cH:44][cH:45]1>>[O:1]([c:2]1[cH:3][cH:4][c:5]([C:6](=[O:7])[O:8][CH2:9][CH3:10])[cH:11][cH:12]1)[CH:23]1[CH2:22][CH2:21][N:20]([C:18]([O:17][C:13]([CH3:14])([CH3:15])[CH3:16])=[O:19])[CH2:25][CH2:24]1. Reported procedure: Example 12 was carried out in accordance with the general directions for synthesis in process step a) from 1.0 ml (0.1 mmol) 2-amino-pyridine (0.1 M, DCM), 0.575 ml (0.115 mmol) cyclohexylisonitrile solution (0.2 M, DCM), 0.500 ml (0.15 mmol) furfural solution (0.3 M, DCM) and 10 μl perchloric acid (w=20%) and in process step c) and d) by reacting the resultant reaction product with 0.4 mmol acetylchloride. RXN SMILES: [NH2:1][C:2]1[CH:7]=[CH:6][CH:5]=[CH:4][N:3]=1.[CH:8]1([N+:14]#[C-:15])[CH2:13][CH2:12][CH2:11][CH2:10][CH2:9]1.[CH:16](=O)[C:17]1[O:21][CH:20]=[CH:19][CH:18]=1.[C:23]([Cl:26])(=[O:25])[CH3:24]>Cl(O)(=O)(=O)=O>[Cl-:26].[C:23]([N+:1]1[C:16]([C:17]2[O:21][CH:20]=[CH:19][CH:18]=2)=[C:15]([NH:14][CH:8]2[CH2:13][CH2:12][CH2:11][CH2:10][CH2:9]2)[N:3]2[CH:4]=[CH:5][CH:6]=[CH:7][C:2]=12)(=[O:25])[CH3:24] |f:5.6|. The product is [Cl-].C(C)(=O)[N+]=1C(=C(N2C1C=CC=C2)NC2CCCCC2)C=2OC=CC2 (1-acetyl-3-cyclohexylamino-2-furan-2-yl-imidazo[1,2-a]pyridin-1-ium chloride). The reactants are C(C)(=O)Cl (acetylchloride), NC1=NC=CC=C1 (2-amino-pyridine), C1(CCCCC1)[N+]#[C-] (cyclohexylisonitrile), C(C1=CC=CO1)=O (furfural). Run in Cl(=O)(=O)(=O)O (perchloric acid). Starting materials: C1(=CC=CC=C1)NN (phenyl hydrazine), O=C(C(=O)O)CC (2-oxo-butyric acid), TsOH mono hydrate, CCO (EtOH). The product is C(C)OC(=O)C=1NC2=CC=CC=C2C1C (3-Methyl-1H-indole-2-carboxylic acid ethyl ester). As a reaction SMILES: [C:1]1([NH:7]N)[CH:6]=[CH:5][CH:4]=[CH:3][CH:2]=1.O=[C:10]([CH2:14][CH3:15])[C:11]([OH:13])=[O:12].[CH3:16][CH2:17]O>>[CH2:16]([O:13][C:11]([C:10]1[NH:7][C:1]2[C:6]([C:14]=1[CH3:15])=[CH:5][CH:4]=[CH:3][CH:2]=2)=[O:12])[CH3:17]. Reported procedure: A mixture of phenyl hydrazine (8.92 g), 2-oxo-butyric acid (10.11 g), TsOH mono hydrate (47.1 g) in EtOH (200 mL) was refluxed overnight, then cooled, the solids were filtered off and briefly washed with EtOH, all liquids were combined and concentrated to give a residue, which was subsequently partitioned between EtOAc and water, the organic phase was washed with sat. NaHCO3 solution, and sat. NaCl solution respectively, then dried over anhydrous sodium sulfate, filtered, concentrated and crysta...